Dataset: the Open Reaction Database (ORD), a public repository of structured organic reaction records. Task: describe an organic reaction: reactants, conditions, products, and yield Starting materials: CC(C)O, [K+], [OH-], CCOC(=O)N1CCc2c(c3cc(OCc4ccccc4)ccc3n2Cc2ccccc2)C1. Product: c1ccc(COc2ccc3c(c2)c2c(n3Cc3ccccc3)CCNC2)cc1. RXN SMILES: [CH3:36][CH:37]([OH:38])[CH3:39].[K+:35].[OH-:34].[c:1]1([CH2:7][O:8][c:9]2[cH:10][c:11]3[c:12]4[c:13]([n:14]([CH2:18][c:19]5[cH:20][cH:21][cH:22][cH:23][cH:24]5)[c:15]3[cH:16][cH:17]2)[CH2:25][CH2:26][N:27]([C:29]([O:30][CH2:31][CH3:32])=[O:33])[CH2:28]4)[cH:2][cH:3][cH:4][cH:5][cH:6]1>>[c:1]1([CH2:7][O:8][c:9]2[cH:10][c:11]3[c:12]4[c:13]([n:14]([CH2:18][c:19]5[cH:20][cH:21][cH:22][cH:23][cH:24]5)[c:15]3[cH:16][cH:17]2)[CH2:25][CH2:26][NH:27][CH2:28]4)[cH:2][cH:3][cH:4][cH:5][cH:6]1. Reactants: COC(=O)C(CCc1ccncc1)C(=O)OC, CCOC(C)=O, [Cl-], [Na+], CN(C)C=O, O. Yields the product COC(=O)CCCc1ccncc1. As a reaction SMILES: [CH3:1][O:2][C:3](=[O:4])[CH:5]([C:6]([O:7][CH3:8])=[O:9])[CH2:10][CH2:11][c:12]1[cH:13][cH:14][n:15][cH:16][cH:17]1.[CH3:26][CH2:27][O:28][C:29]([CH3:30])=[O:31].[Cl-:19].[Na+:20].[O:21]=[CH:22][N:23]([CH3:24])[CH3:25].[OH2:18]>>[CH3:1][O:2][C:3](=[O:4])[CH2:5][CH2:10][CH2:11][c:12]1[cH:13][cH:14][n:15][cH:16][cH:17]1. Starting materials: C(C1=CC=CC=C1)ON(C(OC(C)(C)C)=O)CC (tert-butyl benzyloxy(ethyl)carbamate), C(=O)(C(F)(F)F)O (TFA). The solvent is C(Cl)Cl (DCM). Conditions: time 1 hour. Product: C(C1=CC=CC=C1)ONCC (O-benzyl-N-ethylhydroxylamine). Yield: 87.4%. As a reaction SMILES: [CH2:1]([O:8][N:9]([CH2:17][CH3:18])C(=O)OC(C)(C)C)[C:2]1[CH:7]=[CH:6][CH:5]=[CH:4][CH:3]=1.C(O)(C(F)(F)F)=O>C(Cl)Cl>[CH2:1]([O:8][NH:9][CH2:17][CH3:18])[C:2]1[CH:7]=[CH:6][CH:5]=[CH:4][CH:3]=1. Procedure details: 151 (616 mg) was dissolved in 4 ml of DCM and 4 ml of TFA was added then the reaction mixture was let 1 h at room temperature. The reaction mixture is concentrated and 50 ml of AcOEt are added. The organic phase are washed with saturated NaHCO3 and brine then dried over Na2SO4, filtered and concentrated to afford 152 as an oil (324 mg, 88%). 1H NMR (DMSO): δ 0.99 (t, 3H, J=7.3 Hz), 2.82 (m, 2H), 4.61 (s, 2H), 6.50 (t, 1H, J=5.8 Hz), 7.32 (m, 5H). The reactants are N(N)CC(CC)O (1-hydrazino-2-butanol), 1-hydrazino-2-hexanol,3-(3,4 dichlorobenzoyl)-propionic acid, N(N)CC(CCCC)O (1-hydrazino-2-hexanol), N(N)CC(C)O (1-hydrazino -2-propanol), FC1=CC=C(C(=O)CCC(=O)O)C=C1 (3-(p-fluorobenzoyl)-propionic acid), ClC=1C=C(C(=O)CCC(=O)O)C=CC1Cl (3-(3,4-dichlorobenzoyl)-propionic acid). Product: OC(CC1=NN=CCC1)CCCC (2-hydroxyhexyl-4,5-dihydropyridazin), ClC=1C=C(C=CC1Cl)C1N(N=CCC1)CC(C)O (3-(3,4-dichlorophenyl)-2-(2-hydroxypropyl)-4,5-dihydropyridazin), ClC=1C=C(C=CC1Cl)C1N(N=CCC1)CC(CCCC)O (3-(3,4-dichlorophenyl)-2-(2-hydroxyhexyl)-4,5-dihydropyridazin). Reaction SMILES: F[C:2]1[CH:14]=C[C:5]([C:6]([CH2:8][CH2:9][C:10](O)=O)=[O:7])=[CH:4][CH:3]=1.[NH:15](CC(O)C)[NH2:16].[Cl:21][C:22]1[CH:23]=[C:24]([CH:32]=[CH:33][C:34]=1[Cl:35])[C:25]([CH2:27][CH2:28][C:29](O)=O)=O.[NH:36]([CH2:38][CH:39]([OH:44])[CH2:40][CH2:41][CH2:42][CH3:43])[NH2:37].N(CC(O)CC)N>>[OH:7][CH:6]([CH2:8][CH2:9][CH2:10][CH3:22])[CH2:5][C:4]1[CH2:3][CH2:2][CH:14]=[N:16][N:15]=1.[Cl:21][C:22]1[CH:23]=[C:24]([CH:25]2[CH2:27][CH2:28][CH:29]=[N:37][N:36]2[CH2:38][CH:39]([OH:44])[CH3:40])[CH:32]=[CH:33][C:34]=1[Cl:35].[Cl:21][C:22]1[CH:23]=[C:24]([CH:25]2[CH2:27][CH2:28][CH:29]=[N:37][N:36]2[CH2:38][CH:39]([OH:44])[CH2:40][CH2:41][CH2:42][CH3:43])[CH:32]=[CH:33][C:34]=1[Cl:35]. Reported procedure: When the above procedure is carried out using equivalent amounts of 3-(p-fluorobenzoyl)-propionic acid and 1-hydrazino-2-hexanol,3-(3,4 dichlorobenzoyl)-propionic acid and 1-hydrazino -2-propanol or 3-(3,4-dichlorobenzoyl)-propionic acid and 1-hydrazino-2-hexanol in place of the 3-(p-chlorobenzoyl)-propionic acid and 1-hydrazino-2-butanol used therein, there is obtained 3-(p-fluorophenyl)-2-(2-hydroxyhexyl-4,5-dihydropyridazin (2H)-3-one(m.p. 75°-77°C) 3-(3,4-dichlorophenyl)-2-(2-hydroxypropyl)-... The reactants are [N+](=O)([O-])C=1C=C2C(CC(NC2=C(C1)C(=O)O)C1=CC=CC=C1)C(=O)O (6-nitro-2-phenyl-1,2,3,4-tetrahydroquinoline-4,8-dicarboxylic acid), C([O-])([O-])=O.[K+].[K+] (potassium carbonate), CI (methyl iodide), CN(C)C=O (DMF). Conditions: time 2 hour. Yields the product [N+](=O)([O-])C=1C=C2C(CC(NC2=C(C1)C(=O)OC)C1=CC=CC=C1)C(=O)OC (Dimethyl 6-nitro-2-phenyl-1,2,3,4-tetrahydroquinoline-4,8-dicarboxylate). The yield is 82.3%. As a reaction SMILES: [N+:1]([C:4]1[CH:5]=[C:6]2[C:11](=[C:12](C(O)=O)[CH:13]=1)[NH:10][CH:9]([C:17]1[CH:22]=[CH:21][CH:20]=[CH:19][CH:18]=1)[CH2:8][CH:7]2[C:23](O)=[O:24])([O-:3])=[O:2].[C:26](=[O:29])([O-:28])[O-].[K+].[K+].[CH3:32]I.CN([CH:37]=[O:38])C>>[N+:1]([C:4]1[CH:5]=[C:6]2[C:11](=[C:12]([C:26]([O:28][CH3:32])=[O:29])[CH:13]=1)[NH:10][CH:9]([C:17]1[CH:18]=[CH:19][CH:20]=[CH:21][CH:22]=1)[CH2:8][CH:7]2[C:23]([O:38][CH3:37])=[O:24])([O-:3])=[O:2] |f:1.2.3|. Procedure: A mixture of 6-nitro-2-phenyl-1,2,3,4-tetrahydroquinoline-4,8-dicarboxylic acid (8.92 g), potassium carbonate (10 g) and methyl iodide (5 ml) in DMF (30 ml) was stirred at room temperature for 2 hours, filtered and concentrated. The residue was dissolved in ethyl acetate (300 ml). The organic layer was washed with water, dried over anhydrous sodium sulfate and concentrated to give 7.92 g (82.3%) of the title compound as yellow crystals. Product: O=[N+]([O-])c1ccc(CP2(=O)OCCCO2)cc1. Reactants: OCCCO, C1CCOC1, O=[N+]([O-])c1ccc(CP(=O)(Cl)Cl)cc1. Reaction SMILES: [CH2:15]([CH2:16][CH2:17][OH:18])[OH:19].[CH2:20]1[O:21][CH2:22][CH2:23][CH2:24]1.[N+:1](=[O:2])([O-:3])[c:4]1[cH:5][cH:6][c:7]([CH2:8][P:9](=[O:10])([Cl:11])[Cl:12])[cH:13][cH:14]1>>[N+:1](=[O:2])([O-:3])[c:4]1[cH:5][cH:6][c:7]([CH2:8][P:9]2(=[O:10])[O:18][CH2:17][CH2:16][CH2:15][O:19]2)[cH:13][cH:14]1. Product: ClC=1C=CC2=C(NC(=N2)C=2C=CC(NN2)=O)C1 (6-(6-chloro-1H-benzoimidazol-2-yl)-2H-pyridazin-3-one). Procedure: A mixture of 6-oxo-1,6-dihydropyridazine-3-carboxylic acid (0.790 g, 5.000 mmol) and 4-chlorobenzene-1,2-diamine (0.720 g, 5.000 mmol) was added to pre-heated (150° C.) polyphosphoric acid (5 g) with stirring, and the reaction was stirred at 150 C for 2 hours. Water was added to the reaction mixture, and the resulting solution was neutralized with NaHCO3, and extracted with ethyl acetate. The organic phase was dried and evaporated to afford 6-(6-chloro-1H-benzoimidazol-2-yl)-2H-pyridazin-3-one a... The solvent is O (Water). Yield: 17.0%. Starting materials: C(=O)(O)[O-].[Na+] (NaHCO3), O=C1C=CC(=NN1)C(=O)O (6-oxo-1,6-dihydropyridazine-3-carboxylic acid), ClC=1C=C(C(=CC1)N)N (4-chlorobenzene-1,2-diamine), polyphosphoric acid. RXN SMILES: [O:1]=[C:2]1[NH:7][N:6]=[C:5]([C:8](O)=O)[CH:4]=[CH:3]1.[Cl:11][C:12]1[CH:13]=[C:14]([NH2:19])[C:15]([NH2:18])=[CH:16][CH:17]=1.C([O-])(O)=O.[Na+]>O>[Cl:11][C:12]1[CH:17]=[CH:16][C:15]2[N:18]=[C:8]([C:5]3[CH:4]=[CH:3][C:2](=[O:1])[NH:7][N:6]=3)[NH:19][C:14]=2[CH:13]=1 |f:2.3|.